From a dataset of the Open Reaction Database (ORD), a public repository of structured organic reaction records. describe an organic reaction: reactants, conditions, products, and yield The reactants are ClC1=CC=C(C=C1)C1OC(CN1)COC (p-chlorophenyl-5-methoxymethyl oxazolidine), BrC(C(=O)Cl)CBr (2,3-dibromopropionyl chloride), [OH-].[Na+] (sodium hydroxide). Solvent: C1=CC=CC=C1 (benzene). Product: ClC1=CC=C(C=C1)C1(OC(CN1)COC)C(C(CBr)Br)=O (2-p-chlorophenyl-2(2,3-dibromopropionyl)5-methoxymethyl oxazolidine). Reaction SMILES: [Cl:1][C:2]1[CH:7]=[CH:6][C:5]([CH:8]2[NH:12][CH2:11][CH:10]([CH2:13][O:14][CH3:15])[O:9]2)=[CH:4][CH:3]=1.[Br:16][CH:17]([CH2:21][Br:22])[C:18](Cl)=[O:19].[OH-].[Na+]>C1C=CC=CC=1>[Cl:1][C:2]1[CH:3]=[CH:4][C:5]([C:8]2([C:18](=[O:19])[CH:17]([Br:16])[CH2:21][Br:22])[NH:12][CH2:11][CH:10]([CH2:13][O:14][CH3:15])[O:9]2)=[CH:6][CH:7]=1 |f:2.3|. Reported procedure: To 20.8 milliliters of 25 percent w/v, p-chlorophenyl-5-methoxymethyl oxazolidine solution in 50 milliliters of benzene was added 5 grams of 2,3-dibromopropionyl chloride. To this solution was added 1.6 grams of 50% sodium hydroxide. After washing with water, drying and removal of the benzene in vacuo, there was obtained 4.8 grams of the title compound, nD30 1.5478. Analytical data supports the structure.